describe an organic reaction: reactants, conditions, products, and yield From a dataset of the Open Reaction Database (ORD), a public repository of structured organic reaction records. Reactants: ClC=1C=C(C=CC1Cl)C(CC=O)C1N(C(C2=CC=C(C=C12)Cl)=O)C (3-(3,4-Dichlorophenyl)-3-(6-chloro-2-methyl-3-oxo-2,3-dihydro-1H-isoindol-1-yl)propionaldehyde), O=C1N(CCCN1)C1CCNCC1 (4-(2-oxoperhydropyrimidine-1-yl)piperidine). The product is Cl.ClC=1C=C(C=CC1Cl)C(CCN1CCC(CC1)N1C(NCCC1)=O)C1N(C(C2=CC=C(C=C12)Cl)=O)C (3-[1-(3,4-Dichlorophenyl)-3-(4-(2-oxoperhydropyrimidine-1-yl)piperidino)propyl]-5-chloro-2-methyl-2,3-dihydroisoindol-1-one hydrochloride). The yield is 107.8%. As a reaction SMILES: [Cl:1][C:2]1[CH:3]=[C:4]([CH:9]([CH:13]2[C:21]3[C:16](=[CH:17][CH:18]=[C:19]([Cl:22])[CH:20]=3)[C:15](=[O:23])[N:14]2[CH3:24])[CH2:10][CH:11]=O)[CH:5]=[CH:6][C:7]=1[Cl:8].[O:25]=[C:26]1[NH:31][CH2:30][CH2:29][CH2:28][N:27]1[CH:32]1[CH2:37][CH2:36][NH:35][CH2:34][CH2:33]1>>[ClH:1].[Cl:1][C:2]1[CH:3]=[C:4]([CH:9]([CH:13]2[C:21]3[C:16](=[CH:17][CH:18]=[C:19]([Cl:22])[CH:20]=3)[C:15](=[O:23])[N:14]2[CH3:24])[CH2:10][CH2:11][N:35]2[CH2:36][CH2:37][CH:32]([N:27]3[CH2:28][CH2:29][CH2:30][NH:31][C:26]3=[O:25])[CH2:33][CH2:34]2)[CH:5]=[CH:6][C:7]=1[Cl:8] |f:2.3|. Procedure details: 3-(3,4-Dichlorophenyl)-3-(6-chloro-2-methyl-3-oxo-2,3-dihydro-1H-isoindol-1-yl)propionaldehyde (0.23 g) was coupled to 4-(2-oxoperhydropyrimidine-1-yl)piperidine (0.135 g) by a method similar to that described in Example 8. The reaction product was not purified by chromatography but converted to the corresponding hydrochloride salt as described in the Example 8 to afford the title compound (0.19 g); mp 220° C.; MS: m/z=549(M+1); NMR: 1.73 (m,4), 2.09 (m,2), 2.5 (broad,2), 2.44 (m,2), 2.75 (s,1),... Reported procedure: A mixture of 4-fluoro-3-methyl-N2-phenylbenzene-1,2-diamine (600 mg, 2.77 mmol), (S)-2-tertbutoxycarbonylaminopropionic acid (577 mg, 3.05 mmol), HOAt (415 mg, 3.05 mmol), 4-methylmorpholine (0.67 mL, 6.1 mmol) and N-(3-dimethylaminopropyl)-N′-ethylcarbodiimide hydrochloride (586 mg, 3.05 mmol) in DCM (10 mL) was stirred at RT for 1 h. The reaction mixture was diluted with water and extracted with DCM (×3). The combined organic fractions were washed with brine, dried (MgSO4) and concentrated in ... Yields the product Cl.Cl.FC=1C=CC2=C(N(C(=N2)[C@H](C)N)C2=CC=CC=C2)C1C ((S)-1-(6-Fluoro-7-methyl-1-phenyl-1H-benzoimidazol-2-yl)ethylamine dihydrochloride). The solvent is C(Cl)Cl (DCM), O (water). Reaction conditions: time 1 hour. Reactants: FC=1C(=C(C(=CC1)N)NC1=CC=CC=C1)C (4-fluoro-3-methyl-N2-phenylbenzene-1,2-diamine), C(C)(C)(C)OC(=O)N[C@H](C(=O)O)C ((S)-2-tertbutoxycarbonylaminopropionic acid), C1=CC2=C(N=C1)N(N=N2)O (HOAt), CN1CCOCC1 (4-methylmorpholine), Cl.CN(CCCN=C=NCC)C (N-(3-dimethylaminopropyl)-N′-ethylcarbodiimide hydrochloride). As a reaction SMILES: [F:1][C:2]1[C:3]([CH3:16])=[C:4]([NH:9][C:10]2[CH:15]=[CH:14][CH:13]=[CH:12][CH:11]=2)[C:5]([NH2:8])=[CH:6][CH:7]=1.C(OC([NH:24][C@@H:25]([CH3:29])[C:26](O)=O)=O)(C)(C)C.C1C=NC2N(O)N=NC=2C=1.CN1CCOCC1.[ClH:47].CN(C)CCCN=C=NCC>C(Cl)Cl.O>[ClH:47].[ClH:47].[F:1][C:2]1[CH:7]=[CH:6][C:5]2[N:8]=[C:26]([C@@H:25]([NH2:24])[CH3:29])[N:9]([C:10]3[CH:15]=[CH:14][CH:13]=[CH:12][CH:11]=3)[C:4]=2[C:3]=1[CH3:16] |f:4.5,8.9.10|.